From a dataset of the Open Reaction Database (ORD), a public repository of structured organic reaction records. describe an organic reaction: reactants, conditions, products, and yield The reactants are C1(=CC=CC=C1)C1=CC=C(O1)C(=O)O (5-Phenyl-furan-2-carboxylic acid), C(C)OC(=O)C=1NC2=CC=C(C=C2C1)N (5-amino-1H-indole-2-carboxylic acid ethyl ester). The product is C(C)OC(=O)C=1NC2=CC=C(C=C2C1)NC(=O)C=1OC(=CC1)C1=CC=CC=C1 (5-[(5-Phenyl-furan-2-carbonyl)-amino]-1H-indole-2-carboxylic acid ethyl ester). Reaction SMILES: [C:1]1([C:7]2[O:11][C:10]([C:12]([OH:14])=O)=[CH:9][CH:8]=2)[CH:6]=[CH:5][CH:4]=[CH:3][CH:2]=1.[CH2:15]([O:17][C:18]([C:20]1[NH:21][C:22]2[C:27]([CH:28]=1)=[CH:26][C:25]([NH2:29])=[CH:24][CH:23]=2)=[O:19])[CH3:16]>>[CH2:15]([O:17][C:18]([C:20]1[NH:21][C:22]2[C:27]([CH:28]=1)=[CH:26][C:25]([NH:29][C:12]([C:10]1[O:11][C:7]([C:1]3[CH:2]=[CH:3][CH:4]=[CH:5][CH:6]=3)=[CH:8][CH:9]=1)=[O:14])=[CH:24][CH:23]=2)=[O:19])[CH3:16]. Procedure: 5-Phenyl-furan-2-carboxylic acid (56) (35 mg, 0.19 mmol) was coupled to 5-amino-1H-indole-2-carboxylic acid ethyl ester (42 mg, 0.20 mmol) using Method D to give the title compound. Product: COc1cc2nccc(Oc3ccc(NC(=O)Nc4nc(C)c(C)s4)c(F)c3)c2cc1OC. Reaction SMILES: [CH3:1][O:2][c:3]1[cH:4][c:5]2[c:6]([O:15][c:16]3[cH:17][c:18]([F:23])[c:19]([NH2:20])[cH:21][cH:22]3)[cH:7][cH:8][n:9][c:10]2[cH:11][c:12]1[O:13][CH3:14].[CH:51]([Cl:52])([Cl:53])[Cl:54].[Cl:30][C:31]([Cl:32])([O:33][C:34]([O:35][C:36]([Cl:37])([Cl:38])[Cl:39])=[O:40])[Cl:41].[ClH:42].[NH2:43][c:44]1[s:45][c:46]([CH3:50])[c:47]([CH3:49])[n:48]1.[OH2:55].[cH:24]1[cH:25][cH:26][n:27][cH:28][cH:29]1>>[CH3:1][O:2][c:3]1[cH:4][c:5]2[c:6]([O:15][c:16]3[cH:17][c:18]([F:23])[c:19]([NH:20][C:34](=[O:40])[NH:43][c:44]4[s:45][c:46]([CH3:50])[c:47]([CH3:49])[n:48]4)[cH:21][cH:22]3)[cH:7][cH:8][n:9][c:10]2[cH:11][c:12]1[O:13][CH3:14]. Reactants: COc1cc2nccc(Oc3ccc(N)c(F)c3)c2cc1OC, ClC(Cl)Cl, O=C(OC(Cl)(Cl)Cl)OC(Cl)(Cl)Cl, Cl, Cc1nc(N)sc1C, O, c1ccncc1.